This data is from the Open Reaction Database (ORD), a public repository of structured organic reaction records. The task is: describe an organic reaction: reactants, conditions, products, and yield Reactants: Cc1c(C(=O)c2ccccc2)c(NC(=O)CCl)cn1C, CCO, [I-], [K+]. The product is Cc1c(C(=O)c2ccccc2)c(NC(=O)CI)cn1C. RXN SMILES: [C:1]([c:2]1[cH:3][cH:4][cH:5][cH:6][cH:7]1)(=[O:8])[c:9]1[c:10]([NH:16][C:17]([CH2:18][Cl:19])=[O:20])[cH:11][n:12]([CH3:15])[c:13]1[CH3:14].[CH3:23][CH2:24][OH:25].[I-:22].[K+:21]>>[C:1]([c:2]1[cH:3][cH:4][cH:5][cH:6][cH:7]1)(=[O:8])[c:9]1[c:10]([NH:16][C:17]([CH2:18][I:22])=[O:20])[cH:11][n:12]([CH3:15])[c:13]1[CH3:14]. Starting materials: NC1=CC=C(C(=O)C(CC(=O)OCC)C)C=C1 (ethyl 3-(4-aminobenzoyl)butyrate), CSC1=NC=CC(=O)N1 (2-methylthiouracil). Solvent: N1=CC=CC=C1 (pyridine). The product is O=C1N=C(NC=C1)NC1=CC=C(C(=O)C(CC(=O)OCC)C)C=C1 (Ethyl 3-[4-(1,4-dihydro-4-oxo-2-pyrimidinylamino)-benzoyl]butyrate). As a reaction SMILES: [NH2:1][C:2]1[CH:17]=[CH:16][C:5]([C:6]([CH:8]([CH3:15])[CH2:9][C:10]([O:12][CH2:13][CH3:14])=[O:11])=[O:7])=[CH:4][CH:3]=1.CS[C:20]1[NH:26][C:24](=[O:25])[CH:23]=[CH:22][N:21]=1>N1C=CC=CC=1>[O:25]=[C:24]1[CH:23]=[CH:22][NH:21][C:20]([NH:1][C:2]2[CH:3]=[CH:4][C:5]([C:6]([CH:8]([CH3:15])[CH2:9][C:10]([O:12][CH2:13][CH3:14])=[O:11])=[O:7])=[CH:16][CH:17]=2)=[N:26]1. Procedure: A stirred mixture of ethyl 3-(4-aminobenzoyl)butyrate and 2-methylthiouracil in dry pyridine are heated together to afford the title compound.